Dataset: the Open Reaction Database (ORD), a public repository of structured organic reaction records. Task: describe an organic reaction: reactants, conditions, products, and yield Reactants: COc1cccc(OC)c1OCC1COC(C)(C)O1, CO. Product: COc1cccc(OC)c1OCC(O)CO. As a reaction SMILES: [CH3:1][O:2][c:3]1[c:4]([O:5][CH2:6][CH:7]2[O:8][C:9]([CH3:12])([CH3:13])[O:10][CH2:11]2)[c:14]([O:18][CH3:19])[cH:15][cH:16][cH:17]1.[CH3:20][OH:21]>>[CH3:1][O:2][c:3]1[c:4]([O:5][CH2:6][CH:7]([OH:8])[CH2:11][OH:10])[c:14]([O:18][CH3:19])[cH:15][cH:16][cH:17]1.